Dataset: the Open Reaction Database (ORD), a public repository of structured organic reaction records. Task: describe an organic reaction: reactants, conditions, products, and yield The reactants are C[O-], CO, COCOc1cc(OS(=O)(=O)c2ccc(C)cc2)ccc1-c1[nH]c2cc(C(=O)OC)ccc2c1C1CCCCC1, Cl, [Na+]. Product: COCOc1cc(O)ccc1-c1[nH]c2cc(C(=O)OC)ccc2c1C1CCCCC1. RXN SMILES: [CH3:41][O-:42].[CH3:45][OH:46].[CH:1]1([c:7]2[c:8](-[c:20]3[c:21]([O:37][CH2:38][O:39][CH3:40])[cH:22][c:23]([O:26][S:27]([c:28]4[cH:29][cH:30][c:31]([CH3:32])[cH:33][cH:34]4)(=[O:35])=[O:36])[cH:24][cH:25]3)[nH:9][c:10]3[cH:11][c:12]([C:16](=[O:17])[O:18][CH3:19])[cH:13][cH:14][c:15]23)[CH2:2][CH2:3][CH2:4][CH2:5][CH2:6]1.[ClH:44].[Na+:43]>>[CH:1]1([c:7]2[c:8](-[c:20]3[c:21]([O:37][CH2:38][O:39][CH3:40])[cH:22][c:23]([OH:26])[cH:24][cH:25]3)[nH:9][c:10]3[cH:11][c:12]([C:16](=[O:17])[O:18][CH3:19])[cH:13][cH:14][c:15]23)[CH2:2][CH2:3][CH2:4][CH2:5][CH2:6]1. The reactants are O1C(CCCC1)OCCOCCOCCOCCOCCOC1=CC=C(N)C=C1 (4-(14-(Tetrahydro-2H-pyran-2-yloxy)-3,6,9,12-tetraoxatetradecyloxy)aniline), C(=O)(Cl)Cl.C1(=CC=CC=C1)C (phosgene toluene). The solvent is DCM TEA. Reaction conditions: time 3 hour. Product: N(=C=O)C1=CC=C(OCCOCCOCCOCCOCCOC2OCCCC2)C=C1 (2-(14-(4-Isocyanatophenoxy)-3,6,9,12-tetraoxatetradecyloxy)tetrahydro-2H-pyran). RXN SMILES: [O:1]1[CH2:6][CH2:5][CH2:4][CH2:3][CH:2]1[O:7][CH2:8][CH2:9][O:10][CH2:11][CH2:12][O:13][CH2:14][CH2:15][O:16][CH2:17][CH2:18][O:19][CH2:20][CH2:21][O:22][C:23]1[CH:29]=[CH:28][C:26]([NH2:27])=[CH:25][CH:24]=1.[C:30](Cl)(Cl)=[O:31].C1(C)C=CC=CC=1>>[N:27]([C:26]1[CH:28]=[CH:29][C:23]([O:22][CH2:21][CH2:20][O:19][CH2:18][CH2:17][O:16][CH2:15][CH2:14][O:13][CH2:12][CH2:11][O:10][CH2:9][CH2:8][O:7][CH:2]2[CH2:3][CH2:4][CH2:5][CH2:6][O:1]2)=[CH:24][CH:25]=1)=[C:30]=[O:31] |f:1.2|. Procedure: To a stirred 0° C. solution of 29 (0.95 g, 2.30 mmol) in 5:1 DCM/TEA (30 mL) was added a 20% phosgene/toluene solution (2.43 mL, 4.59 mmol). After stirring for 3 h the reaction was concentrated under reduced pressure and carried on without further purification. Reactants: CN(C)C=O, ClCCl, NC(=O)CC(N)C(=O)O, O, O=C(O)c1ccc2ccccc2n1. The product is NC(=O)CC(NC(=O)c1ccc2ccccc2n1)C(=O)O. As a reaction SMILES: [CH3:24][N:25]([CH3:26])[CH:27]=[O:28].[Cl:29][CH2:30][Cl:31].[NH2:15][CH:16]([CH2:17][C:18]([NH2:19])=[O:20])[C:21](=[O:22])[OH:23].[OH2:14].[OH:1][C:2](=[O:3])[c:4]1[cH:5][cH:6][c:7]2[cH:8][cH:9][cH:10][cH:11][c:12]2[n:13]1>>[C:2](=[O:3])([c:4]1[cH:5][cH:6][c:7]2[cH:8][cH:9][cH:10][cH:11][c:12]2[n:13]1)[NH:15][CH:16]([CH2:17][C:18]([NH2:19])=[O:20])[C:21](=[O:22])[OH:23].